Dataset: the Open Reaction Database (ORD), a public repository of structured organic reaction records. Task: describe an organic reaction: reactants, conditions, products, and yield Reactants: O=C([O-])[O-], [Na+], [Na+], [Na+], [OH-], O, O=S(=O)(O)O, N#Cc1ccc(-n2ccnn2)cc1. Yields the product O=C(O)c1ccc(-n2ccnn2)cc1. RXN SMILES: [C:16]([O-:17])([O-:18])=[O:19].[Na+:15].[Na+:20].[Na+:21].[OH-:14].[OH2:27].[S:22](=[O:23])(=[O:24])([OH:25])[OH:26].[n:1]1(-[c:6]2[cH:7][cH:8][c:9]([C:10]#[N:11])[cH:12][cH:13]2)[n:2][n:3][cH:4][cH:5]1>>[n:1]1(-[c:6]2[cH:7][cH:8][c:9]([C:16]([OH:17])=[O:19])[cH:12][cH:13]2)[n:2][n:3][cH:4][cH:5]1. The reactants are CC(=O)NC(Cc1ccc(O)cc1)C(=O)NC(C(=O)O)C(C)C, C=CCOC(=O)N1CC(OCc2ccccc2)CC1C(=O)NC(C=O)CC(=NNC(N)=O)OC(C)(C)C. The product is CC(=O)NC(Cc1ccc(O)cc1)C(=O)NC(C(=O)N1CC(OCc2ccccc2)CC1C(=O)NC(C=O)CC(=NNC(N)=O)OC(C)(C)C)C(C)C. Reaction SMILES: [C:1]([CH3:2])(=[O:3])[NH:4][CH:5]([CH2:6][c:7]1[cH:8][cH:9][c:10]([OH:13])[cH:11][cH:12]1)[C:14](=[O:15])[NH:16][CH:17]([CH:18]([CH3:19])[CH3:20])[C:21](=[O:22])[OH:23].[C:24]([CH3:25])([CH3:26])([CH3:27])[O:28][C:29]([CH2:30][CH:31]([CH:32]=[O:33])[NH:34][C:35]([CH:36]1[N:37]([C:49]([O:50][CH2:51][CH:52]=[CH2:53])=[O:54])[CH2:38][CH:39]([O:41][CH2:42][c:43]2[cH:44][cH:45][cH:46][cH:47][cH:48]2)[CH2:40]1)=[O:55])=[N:56][NH:57][C:58]([NH2:59])=[O:60]>>[C:1]([CH3:2])(=[O:3])[NH:4][CH:5]([CH2:6][c:7]1[cH:8][cH:9][c:10]([OH:13])[cH:11][cH:12]1)[C:14](=[O:15])[NH:16][CH:17]([CH:18]([CH3:19])[CH3:20])[C:21](=[O:23])[N:37]1[CH:36]([C:35]([NH:34][CH:31]([CH2:30][C:29]([O:28][C:24]([CH3:25])([CH3:26])[CH3:27])=[N:56][NH:57][C:58]([NH2:59])=[O:60])[CH:32]=[O:33])=[O:55])[CH2:40][CH:39]([O:41][CH2:42][c:43]2[cH:44][cH:45][cH:46][cH:47][cH:48]2)[CH2:38]1. Reactants: [N+](=O)([O-])C1=CC=C(CNC(=O)COC2=CC=C(C=C2)C(C)(C)C2=CC=C(C=C2)OCC(=O)NCC2=CC=C(C=C2)[N+](=O)[O-])C=C1 (2,2-bis-[4-(4-nitrobenzylamino)carbonylmethoxyphenyl]propane). Reagents/catalysts: [Pd] (palladium charcoal). The solvent is C1CCOC1 (THF). Product: NC1=CC=C(CNC(=O)COC2=CC=C(C=C2)C(C)(C)C2=CC=C(C=C2)OCC(=O)NCC2=CC=C(C=C2)N)C=C1 (2,2-Bis-[4-(4-aminobenzylamino)carbonylmethoxyphenyl]-propane). The yield is 64.7%. RXN SMILES: [N+:1]([C:4]1[CH:45]=[CH:44][C:7]([CH2:8][NH:9][C:10]([CH2:12][O:13][C:14]2[CH:19]=[CH:18][C:17]([C:20]([C:23]3[CH:28]=[CH:27][C:26]([O:29][CH2:30][C:31]([NH:33][CH2:34][C:35]4[CH:40]=[CH:39][C:38]([N+:41]([O-])=O)=[CH:37][CH:36]=4)=[O:32])=[CH:25][CH:24]=3)([CH3:22])[CH3:21])=[CH:16][CH:15]=2)=[O:11])=[CH:6][CH:5]=1)([O-])=O>C1COCC1.[Pd]>[NH2:41][C:38]1[CH:37]=[CH:36][C:35]([CH2:34][NH:33][C:31]([CH2:30][O:29][C:26]2[CH:25]=[CH:24][C:23]([C:20]([C:17]3[CH:18]=[CH:19][C:14]([O:13][CH2:12][C:10]([NH:9][CH2:8][C:7]4[CH:6]=[CH:5][C:4]([NH2:1])=[CH:45][CH:44]=4)=[O:11])=[CH:15][CH:16]=3)([CH3:22])[CH3:21])=[CH:28][CH:27]=2)=[O:32])=[CH:40][CH:39]=1. Procedure details: 1.8 g of 2,2-bis-[4-(4-nitrobenzylamino)carbonylmethoxyphenyl]propane are dissolved in 300 ml of THF and, after addition of 0.5 g of palladium charcoal (10%), are hydrogenated in a bypass apparatus until the starting compound can no longer be detected (TLC). After the catalyst has been filtered off with suction, the filtrate is concentrated to dryness in vacuo and the residue is chromatographed through a silica gel column using a mixture of dichloromethane/ethanol, 95:5. The chromatographically ... The reactants are NC1=C(C=CC=C1)NC(C1=CC=C(C=C1)CN1C(C2=CC=C(C=C2C1)Br)=O)=O (N-(2-aminophenyl)-4-((5-bromo-1-oxoisoindolin-2-yl)methyl)benzamide), B(C1=CN=CN=C1)(O)O (pyrimidin-5-yl-5-boronic acid). Reaction conditions: time 20 minute. Product: NC1=C(C=CC=C1)NC(C1=CC=C(C=C1)CN1C(C2=CC=C(C=C2C1)C=1C=NC=NC1)=O)=O (N-(2-aminophenyl)-4-((1-oxo-5-(pyrimidin-5-yl)isoindolin-2-yl)methyl)benzamide). The yield is 55.0%. As a reaction SMILES: [NH2:1][C:2]1[CH:7]=[CH:6][CH:5]=[CH:4][C:3]=1[NH:8][C:9](=[O:28])[C:10]1[CH:15]=[CH:14][C:13]([CH2:16][N:17]2[CH2:25][C:24]3[C:19](=[CH:20][CH:21]=[C:22](Br)[CH:23]=3)[C:18]2=[O:27])=[CH:12][CH:11]=1.B(O)(O)[C:30]1[CH:35]=[N:34][CH:33]=[N:32][CH:31]=1>>[NH2:1][C:2]1[CH:7]=[CH:6][CH:5]=[CH:4][C:3]=1[NH:8][C:9](=[O:28])[C:10]1[CH:15]=[CH:14][C:13]([CH2:16][N:17]2[CH2:25][C:24]3[C:19](=[CH:20][CH:21]=[C:22]([C:30]4[CH:31]=[N:32][CH:33]=[N:34][CH:35]=4)[CH:23]=3)[C:18]2=[O:27])=[CH:12][CH:11]=1. Procedure: The procedure of Example 2 was repeated except that N-(2-aminophenyl)-4-((5-bromo-1-oxoisoindolin-2-yl)methyl)benzamide obtained in Example 56 instead of N-(2-aminophenyl)-4-((4-bromo-5,6-dimethoxy-1-oxoisoindolin-2-yl)methyl)benzamide, and pyrimidin-5-yl-5-boronic acid instead of phenyl boronic acid were used, and the reaction was performed for 20 mins, to obtain the title compound (55%). Reactants: C(C)(C)(C)OC(NC1=C(C=C(C=C1)N1C=CC=C1)N)=O ((2-amino-4-pyrrol-1-yl-phenyl)-carbamic acid tert.-butyl ester), N1(C=NC=C1)C=1C=C(C=CC1)C1=CC(OC(O1)(C)C)=O (6-(3-imidazol-1-yl-phenyl)-2,2-dimethyl-[1,3]dioxin-4-one). Product: C(C)(C)(C)OC(NC1=C(C=C(C=C1)N1C=CC=C1)NC(CC(=O)C1=CC(=CC=C1)N1C=NC=C1)=O)=O ({2-[3-(3-Imidazol-1-yl-phenyl)-3-oxo-propionylamino]-4-pyrrol-1-yl-phenyl}-carbamic Acid tert.-Butyl Ester), foam. RXN SMILES: [C:1]([O:5][C:6](=[O:20])[NH:7][C:8]1[CH:13]=[CH:12][C:11]([N:14]2[CH:18]=[CH:17][CH:16]=[CH:15]2)=[CH:10][C:9]=1[NH2:19])([CH3:4])([CH3:3])[CH3:2].[N:21]1([C:26]2[CH:27]=[C:28]([C:32]3[O:37]C(C)(C)[O:35][C:34](=O)[CH:33]=3)[CH:29]=[CH:30][CH:31]=2)[CH:25]=[CH:24][N:23]=[CH:22]1>>[C:1]([O:5][C:6](=[O:20])[NH:7][C:8]1[CH:13]=[CH:12][C:11]([N:14]2[CH:15]=[CH:16][CH:17]=[CH:18]2)=[CH:10][C:9]=1[NH:19][C:34](=[O:35])[CH2:33][C:32]([C:28]1[CH:29]=[CH:30][CH:31]=[C:26]([N:21]2[CH:25]=[CH:24][N:23]=[CH:22]2)[CH:27]=1)=[O:37])([CH3:4])([CH3:2])[CH3:3]. Procedure: The title compound was prepared from (2-amino-4-pyrrol-1-yl-phenyl)-carbamic acid tert.-butyl ester (Example J2) (1.37 g, 5.0 mmol) and 6-(3-imidazol-1-yl-phenyl)-2,2-dimethyl-[1,3]dioxin-4-one (Example L3) (1.28 g, 4.75 mmol) according to the general procedure M. Obtained as a light brown foam (1.78 g). Reported procedure: Acetone (5 mL, 68.10 mmol) was added to a solution of compound 53 (1.25 g, 4.25 mmol) in CH2Cl2 (50 mL). Then STAB (3.0 g, 14.15 mmol) was added. The mixture obtained was stirred at room temperature for 4.5 h (TLC monitoring, eluent: CHCl3-MeOH, 9:1) and then poured into an aqueous solution of NaHCO3. The organic layer was separated. The aqueous layer was extracted with CH2Cl2. The product was dried over Na2SO4 and evaporated. The residue was purified on a column, eluent: CHCl3-MeOH 99:1→90:10. ... Product: C(C)(C)NCCN1C2=CC=C(C=C2C=2C=C(C=CC12)C(C)=O)C(C)=O (1,1′-{9-[2-(Isopropylamino)ethyl]-9H-carbazole-3,6-diyl}diethanone). Solvent: C(Cl)(Cl)Cl.CO (CHCl3 MeOH), O1CCOCC1 (dioxane), C(Cl)Cl (CH2Cl2), C(Cl)Cl (CH2Cl2). RXN SMILES: [CH3:1][C:2]([CH3:4])=O.[NH2:5][CH2:6][CH2:7][N:8]1[C:20]2[CH:19]=[CH:18][C:17]([C:21](=[O:23])[CH3:22])=[CH:16][C:15]=2[C:14]2[C:9]1=[CH:10][CH:11]=[C:12]([C:24](=[O:26])[CH3:25])[CH:13]=2.C([O-])(O)=O.[Na+].Cl>C(Cl)Cl.O1CCOCC1.C(Cl)(Cl)Cl.CO>[CH:2]([NH:5][CH2:6][CH2:7][N:8]1[C:20]2[CH:19]=[CH:18][C:17]([C:21](=[O:23])[CH3:22])=[CH:16][C:15]=2[C:14]2[C:9]1=[CH:10][CH:11]=[C:12]([C:24](=[O:26])[CH3:25])[CH:13]=2)([CH3:4])[CH3:1] |f:2.3,7.8|. The reactants are C(=O)(O)[O-].[Na+] (NaHCO3), Cl (HCl), CC(=O)C (Acetone), NCCN1C2=CC=C(C=C2C=2C=C(C=CC12)C(C)=O)C(C)=O (1,1′-[9-(2-Aminoethyl)-9H-carbazole-3,6-diyl]diethanone). The reactants are BrC1=CC(=C(C=C1F)O)OC (4-bromo-5-fluoro-2-methoxyphenol), CC1(OB(OC1(C)C)C=1C=NN(C1)C(=O)OC(C)(C)C)C (tert-butyl 4-(4,4,5,5-tetramethyl-1,3,2-dioxaborolan-2-yl)-1H-pyrazole-1-carboxylate), P(=O)([O-])([O-])[O-].[K+].[K+].[K+] (potassium phosphate). Run in CN(C)C=O (DMF). Reaction conditions: temperature 50 celsius. Product: FC1=C(C=C(C(=C1)O)OC)C=1C=NN(C1)C(=O)OC(C)(C)C (tert-butyl 4-(2-fluoro-4-hydroxy-5-methoxyphenyl)-1H-pyrazole-1-carboxylate). Isolated yield 100.5%. RXN SMILES: Br[C:2]1[C:7]([F:8])=[CH:6][C:5]([OH:9])=[C:4]([O:10][CH3:11])[CH:3]=1.CC1(C)C(C)(C)OB([C:20]2[CH:21]=[N:22][N:23]([C:25]([O:27][C:28]([CH3:31])([CH3:30])[CH3:29])=[O:26])[CH:24]=2)O1.P([O-])([O-])([O-])=O.[K+].[K+].[K+]>CN(C=O)C>[F:8][C:7]1[CH:6]=[C:5]([OH:9])[C:4]([O:10][CH3:11])=[CH:3][C:2]=1[C:20]1[CH:21]=[N:22][N:23]([C:25]([O:27][C:28]([CH3:31])([CH3:30])[CH3:29])=[O:26])[CH:24]=1 |f:2.3.4.5|. Reported procedure: To a reaction flask was added 4-bromo-5-fluoro-2-methoxyphenol (500 mg, 2.26 mmol), tert-butyl 4-(4,4,5,5-tetramethyl-1,3,2-dioxaborolan-2-yl)-1H-pyrazole-1-carboxylate (998 mg, 3.39 mmol), potassium phosphate (1.4 g, 6.79 mmol), and XPhosPalladacycle (178 mg, 0.23 mmol), followed by addition of DMF (11 mL). The vial was purged with N2 for 5 minutes and the reaction mixture was heated at 50° C. in the microwave for 16 h. The reaction mixture was concentrated in vacuo and the crude product was pu... Starting materials: OC1=CC=C(C=C1)C(C=O)=O ((4-hydroxy-phenyl)-oxo-acetaldehyde), ClC=1C=C(CBr)C=CC1Cl (3,4-dichlorobenzylbromide), C([O-])([O-])=O.[K+].[K+] (potassium carbonate), O (water). The solvent is CN(C)C=O (DMF). Reaction conditions: time 4 hour. Product: ClC=1C=C(COC2=CC=C(C=C2)C(C=O)=O)C=CC1Cl ([4-(3,4-dichloro-benzyloxy)-phenyl]-oxo-acetaldehyde). Isolated yield 84.1%. RXN SMILES: [OH:1][C:2]1[CH:7]=[CH:6][C:5]([C:8](=[O:11])[CH:9]=[O:10])=[CH:4][CH:3]=1.[Cl:12][C:13]1[CH:14]=[C:15]([CH:18]=[CH:19][C:20]=1[Cl:21])[CH2:16]Br.C(=O)([O-])[O-].[K+].[K+].O>CN(C=O)C>[Cl:12][C:13]1[CH:14]=[C:15]([CH:18]=[CH:19][C:20]=1[Cl:21])[CH2:16][O:1][C:2]1[CH:3]=[CH:4][C:5]([C:8](=[O:11])[CH:9]=[O:10])=[CH:6][CH:7]=1 |f:2.3.4|. Procedure: To a solution of (4-hydroxy-phenyl)-oxo-acetaldehyde (756 mg) in dry DMF (10 mL) were added 3,4-dichlorobenzylbromide (1.2 g) and potassium carbonate (1.03 g). After 4 hours, the reaction mixture was poured into water (100 mL) and extracted with ethyl acetate (2×50 mL). The organic extracts were then combined and washed with brine (2×50 mL) and a saturated sodium bicarbonate solution (2×50 mL). The organic layer was dried over sodium sulfate and concentrated under reduced pressure to give [4-(3,...